From a dataset of the Open Reaction Database (ORD), a public repository of structured organic reaction records. describe an organic reaction: reactants, conditions, products, and yield Starting materials: CCCN(CCC)CCCCc1nc2ccc(CN3C(=O)c4ccccc4C3=O)cc2n1CCC, CO, CN. The product is CCCN(CCC)CCCCc1nc2ccc(CN)cc2n1CCC. RXN SMILES: [CH2:1]([CH2:2][CH3:3])[N:4]([CH2:5][CH2:6][CH2:7][CH2:8][c:9]1[n:10]([CH2:30][CH2:31][CH3:32])[c:11]2[c:12]([n:13]1)[cH:14][cH:15][c:16]([CH2:18][N:19]1[C:20](=[O:21])[c:22]3[c:23]([cH:24][cH:25][cH:26][cH:27]3)[C:28]1=[O:29])[cH:17]2)[CH2:33][CH2:34][CH3:35].[CH3:36][OH:37].[CH3:38][NH2:39]>>[CH2:1]([CH2:2][CH3:3])[N:4]([CH2:5][CH2:6][CH2:7][CH2:8][c:9]1[n:10]([CH2:30][CH2:31][CH3:32])[c:11]2[c:12]([n:13]1)[cH:14][cH:15][c:16]([CH2:18][NH2:19])[cH:17]2)[CH2:33][CH2:34][CH3:35]. Reactants: CC1(C(C1(C)C)C(=O)O)C (2,2,3,3-tetramethylcyclopropanecarboxylic acid), C(C(=O)Cl)(=O)Cl (oxalyl chloride). The reagents and catalysts are CN(C=O)C (dimethylformamide). The solvent is C(Cl)Cl (methylene chloride). Reaction conditions: time 1 hour. The product is CC1(C(C1(C)C)C(=O)Cl)C (2,2,3,3-tetramethylcyclopropanecarbonyl chloride). Isolated yield 99.6%. As a reaction SMILES: [CH3:1][C:2]1([CH3:10])[C:4]([CH3:6])([CH3:5])[CH:3]1[C:7](O)=[O:8].C(Cl)(=O)C([Cl:14])=O>C(Cl)Cl.CN(C)C=O>[CH3:1][C:2]1([CH3:10])[C:4]([CH3:6])([CH3:5])[CH:3]1[C:7]([Cl:14])=[O:8]. Reported procedure: To a solution of 2,2,3,3-tetramethylcyclopropanecarboxylic acid (0.50 g, 3.5 mmol) in 18 mL of methylene chloride at 0° C. was added oxalyl chloride (0.61 mL, 7.0 mmol) and a catalytic amount of dimethylformamide (2 drops). The solution was stirred at ambient temperature for 1 hour, and then concentrated under reduced pressure to provide 0.56 g of the title compound. Reactants: COC1=C(N)C(=CC=C1)[N+](=O)[O-] (2-Methoxy-6-nitroaniline), ClN1C(CCC1=O)=O (N-chlorosuccinimide). Solvent: CC#N (MeCN). Conditions: time 16 hour. The product is ClC1=CC(=C(N)C(=C1)[N+](=O)[O-])OC (4-Chloro-2-methoxy-6-nitroaniline). RXN SMILES: [CH3:1][O:2][C:3]1[CH:9]=[CH:8][CH:7]=[C:6]([N+:10]([O-:12])=[O:11])[C:4]=1[NH2:5].[Cl:13]N1C(=O)CCC1=O>CC#N>[Cl:13][C:8]1[CH:7]=[C:6]([N+:10]([O-:12])=[O:11])[C:4]([NH2:5])=[C:3]([O:2][CH3:1])[CH:9]=1. Reported procedure: To a solution of the title compound of Example 21, Step A (26.6 mmol, 4.5 g) in MeCN (30 mL) at 60° C. was added N-chlorosuccinimide (29 mmol, 3.9 g). The solution was brought to reflux for 2 h and allowed to stand at ambient temperature for 16 h. The reaction mixture was partitioned between CH2Cl2 and saturated NaHCO3. The organic phase was washed with brine, dried with Na2SO4, and concentrated in vacuo to afford the product as a brown solid. LC-MS (ESI, Method B): 2.14 min, m/z 203.11 (M+1). Product: N1=CC(=CC=C1)C1=CC=C(C=C1)C=1OC2=C(N1)C=CC=C2C(=O)OC (methyl 2-(4-(pyridin-3-yl)phenyl)benzo[d]oxazole-7-carboxylate). Reaction SMILES: O[C:2]1[C:11]([NH:12][C:13](=[O:26])[C:14]2[CH:19]=[CH:18][C:17]([C:20]3[CH:21]=[N:22][CH:23]=[CH:24][CH:25]=3)=[CH:16][CH:15]=2)=[CH:10][CH:9]=[CH:8][C:3]=1[C:4]([O:6][CH3:7])=[O:5].CC1C=CC(S(O)(=O)=O)=CC=1>C1(C)C=CC=CC=1>[N:22]1[CH:23]=[CH:24][CH:25]=[C:20]([C:17]2[CH:18]=[CH:19][C:14]([C:13]3[O:26][C:2]4[C:3]([C:4]([O:6][CH3:7])=[O:5])=[CH:8][CH:9]=[CH:10][C:11]=4[N:12]=3)=[CH:15][CH:16]=2)[CH:21]=1. Isolated yield 15.1%. Reported procedure: Methyl 2-hydroxy-3-(4-(pyridin-3-yl)benzamido)benzoate (1.04 g, 3 mmol) and 4-methylbenzenesulfonic acid (1.2 g, 6 mmol) were added to toluene (20 mL) and the mixture was stirred under reflux for 2 days. The resulting mixture was extracted with ethyl acetate (100 mL×4) and concentrated. The crude product was purified by column chromatography (silica gel, petroleum ether/ethyl acetate 20:1 to 10:1). 150 mg of methyl 2-(4-(pyridin-3-yl)phenyl)benzo[d]oxazole-7-carboxylate as a solid was obtained, ... The reactants are OC1=C(C(=O)OC)C=CC=C1NC(C1=CC=C(C=C1)C=1C=NC=CC1)=O (Methyl 2-hydroxy-3-(4-(pyridin-3-yl)benzamido)benzoate), CC1=CC=C(C=C1)S(=O)(=O)O (4-methylbenzenesulfonic acid). Solvent: C1(=CC=CC=C1)C (toluene).